This data is from the Open Reaction Database (ORD), a public repository of structured organic reaction records. The task is: describe an organic reaction: reactants, conditions, products, and yield Reactants: FC=1C=C(C=CC1)CCO (2-(3-fluorophenyl)ethanol), [Cr](=O)(=O)([O-])Cl.[NH+]1=CC=CC=C1 (pyridinium chlorochromate), [O-][Si](=O)[O-].[Mg+2] (florisil). Run in ClCCl (dichloromethane). Run at time 1 hour. Yields the product FC=1C=C(C=CC1)CC=O (3-fluorophenyl acetaldehyde). RXN SMILES: [Cr](Cl)([O-])(=O)=O.[NH+]1C=CC=CC=1.[F:12][C:13]1[CH:14]=[C:15]([CH2:19][CH2:20][OH:21])[CH:16]=[CH:17][CH:18]=1.[O-][Si]([O-])=O.[Mg+2]>ClCCl>[F:12][C:13]1[CH:14]=[C:15]([CH2:19][CH:20]=[O:21])[CH:16]=[CH:17][CH:18]=1 |f:0.1,3.4|. Reported procedure: To a stirred suspension of pyridinium chlorochromate (75.5 g, 0.35 mol) in dry dichloromethane (300 ml) under a nitrogen atmosphere was added 2-(3-fluorophenyl)ethanol (43 g, 0.31 mol) dropwise. After the addition the mixture was stirred for 1 hour, allowed to stand overnight then poured down a florisil column. The column was washed with ether and the combined filtrate and washings were evaporated to leave the crude 3-fluorophenyl acetaldehyde as an unstable liquid which was not purified further... The product is C(C)OCCN1C(=NC=2C1=NC=CC2)NC2CCN(CC2)CC(=O)O (4-[[3-(2-ethoxyethyl)-3H-imidazo[4,5-b]pyridin-2-yl]amino]-1-piperidineacetic acid). Reaction conditions: time 8 hour. The solvent is C(C)O (ethanol). The yield is 19.1%. The reactants are C(C)OCCN1C(=NC=2C1=NC=CC2)NC2CCN(CC2)CC(=O)OCC (ethyl 4-[[3-(2-ethoxyethyl)-3H-imidazo[4,5-b]pyridin-2-yl]amino]-1-piperidineacetate), [OH-].[Na+] (sodium hydroxide), O (water). Procedure details: A mixture of 5.5 parts of ethyl 4-[[3-(2-ethoxyethyl)-3H-imidazo[4,5-b]pyridin-2-yl]amino]-1-piperidineacetate, 15 parts of a sodium hydroxide solution 1N, 100 parts of water and 16 parts of ethanol was stirred overnight at room temperature. The reaction mixture was evaporated. The residue was taken up in water, washed with dichloromethane and purified by column chromatography over silica gel using a mixture of trichloromethane and methanol, saturated with ammonia, (80:20 by volume) as eluent. T... RXN SMILES: [CH2:1]([O:3][CH2:4][CH2:5][N:6]1[C:10]2=[N:11][CH:12]=[CH:13][CH:14]=[C:9]2[N:8]=[C:7]1[NH:15][CH:16]1[CH2:21][CH2:20][N:19]([CH2:22][C:23]([O:25]CC)=[O:24])[CH2:18][CH2:17]1)[CH3:2].[OH-].[Na+].O>C(O)C>[CH2:1]([O:3][CH2:4][CH2:5][N:6]1[C:10]2=[N:11][CH:12]=[CH:13][CH:14]=[C:9]2[N:8]=[C:7]1[NH:15][CH:16]1[CH2:17][CH2:18][N:19]([CH2:22][C:23]([OH:25])=[O:24])[CH2:20][CH2:21]1)[CH3:2] |f:1.2|. Starting materials: [Na+], [Na+], O=[Cr](=O)([O-])O[Cr](=O)(=O)[O-], O, CC(O)C1CCCCC1, O=S(=O)(O)O. The product is CC(=O)C1CCCCC1. RXN SMILES: [Na+:1].[Na+:2].[O-:3][Cr:4]([O:5][Cr:6](=[O:7])(=[O:8])[O-:9])(=[O:10])=[O:11].[OH2:26].[OH:17][CH:18]([CH3:19])[CH:20]1[CH2:21][CH2:22][CH2:23][CH2:24][CH2:25]1.[S:12](=[O:13])(=[O:14])([OH:15])[OH:16]>>[O:17]=[C:18]([CH3:19])[CH:20]1[CH2:21][CH2:22][CH2:23][CH2:24][CH2:25]1. Reactants: CSc1ccc(S)cc1, O=Cc1cnccc1Cl, CN(C)C=O. The product is CSc1ccc(Sc2ccncc2C=O)cc1. As a reaction SMILES: [CH3:10][S:11][c:12]1[cH:13][cH:14][c:15]([SH:18])[cH:16][cH:17]1.[Cl:1][c:2]1[cH:3][cH:4][n:5][cH:6][c:7]1[CH:8]=[O:9].[O:19]=[CH:20][N:21]([CH3:22])[CH3:23]>>[c:2]1([S:18][c:15]2[cH:14][cH:13][c:12]([S:11][CH3:10])[cH:17][cH:16]2)[cH:3][cH:4][n:5][cH:6][c:7]1[CH:8]=[O:9]. Yields the product C(C)(C)(C)S(=O)(=O)C[C@@H](C(=O)OCC)CC1=CC=CC=C1 (ethyl (R)-α-[(tert-butylsulfonyl)methyl]hydrocinnamate). The reactants are C(C)(C)(C)S(=O)(=O)CC(C(=O)OCC)CC1=CC=CC=C1 (ethyl (RS)-α-[(tert-butylsulfonyl)methyl]hydrocinnamate). Solvent: [OH-].[Na+] (sodium hydroxide). Isolated yield 36.8%. Procedure details: 54 g of calcium chloride were added to 97 l of tap water to give a 5 mM solution. The solution was thermostatized to 39°-40° C. while stirring. 6.50 kg of molten ethyl (RS)-α-[(tert-butylsulfonyl)methyl]hydrocinnamate (87% GC) were poured slowly into the warm solution while stirring. The pH value of the emulsion was 7.9. The hydrolysis was started by the addition of 300 g of Optimase M 440 and the pH value was held constant at 7.5 by dosing-in 1N sodium hydroxide solution using automatic titrati... Reaction SMILES: [C:1]([S:5]([CH2:8][CH:9]([CH2:15][C:16]1[CH:21]=[CH:20][CH:19]=[CH:18][CH:17]=1)[C:10]([O:12][CH2:13][CH3:14])=[O:11])(=[O:7])=[O:6])([CH3:4])([CH3:3])[CH3:2]>[OH-].[Na+]>[C:1]([S:5]([CH2:8][C@H:9]([CH2:15][C:16]1[CH:17]=[CH:18][CH:19]=[CH:20][CH:21]=1)[C:10]([O:12][CH2:13][CH3:14])=[O:11])(=[O:7])=[O:6])([CH3:2])([CH3:3])[CH3:4] |f:1.2|. Reactants: CC1=CC=C(C=C1)Br (p-methylphenyl bromide), CC1=NN2C(N(C(C3=C2C2=C(N=C3)NN=C2)=O)C2=CC=CC=C2)=C1 (2-Methyl-4-phenyl-4H-pyrazolo[1,5-a]pyrazolo[4',3':5,6]pyrido[3,4-e]pyrimidin-5(8H)-one), C(C1=CC=CC=C1)(=O)N1N=CC2=C1N=CC=1C(N(C=3N(C12)N=C(C3)C)C3=CC=CC=C3)=O (8-Benzoyl-2-methyl-4-phenyl-4H-pyrazolo[1,5-a]pyrazolo[4',3':5,6]pyrido[3,4-e]pyrimidin-5(8H)-one), BrC1=CC=CC=C1 (bromobenzene), C(C1=CC=CO1)N1C(C=C2N1C1=C(C(N2C2=CC=CC=C2)=O)C=NC2=C1C=NN2)C (1-Furfuryl-2-methyl-4-phenyl-4H-pyrazolo[1,5-a]pyrazolo[4',3':5,6]pyrido[3,4-e]pyrimidin-5(8H)-one). Yields the product C(C1=CC=CC=C1)(=O)N1N=CC2=C1N=CC=1C(N(C=3N(C12)N=C(C3)C)C3=CC=C(C=C3)C)=O (8-benzoyl-2-methyl-4-(p-methylphenyl)-4H-pyrazolo[1,5-a]pyrazolo[4',3':5,6]pyrido[3,4-e]pyrimidin-5(8H)-one). Reaction SMILES: [CH3:1]C1C=CC(Br)=CC=1.BrC1C=CC=CC=1.C(N1N2C3C4C=NNC=4N=CC=3C(=O)N(C3C=CC=CC=3)C2=CC1C)C1OC=CC=1.CC1C=C2N(C3C=CC=CC=3)C(=O)C3C=NC4NN=CC=4C=3N2N=1.[C:70]([N:78]1[C:82]2[N:83]=[CH:84][C:85]3[C:86](=[O:101])[N:87]([C:95]4[CH:100]=[CH:99][CH:98]=[CH:97][CH:96]=4)[C:88]4[N:89]([N:91]=[C:92]([CH3:94])[CH:93]=4)[C:90]=3[C:81]=2[CH:80]=[N:79]1)(=[O:77])[C:71]1[CH:76]=[CH:75][CH:74]=[CH:73][CH:72]=1>>[C:70]([N:78]1[C:82]2[N:83]=[CH:84][C:85]3[C:86](=[O:101])[N:87]([C:95]4[CH:100]=[CH:99][C:98]([CH3:1])=[CH:97][CH:96]=4)[C:88]4[N:89]([N:91]=[C:92]([CH3:94])[CH:93]=4)[C:90]=3[C:81]=2[CH:80]=[N:79]1)(=[O:77])[C:71]1[CH:76]=[CH:75][CH:74]=[CH:73][CH:72]=1. Procedure: By substituting p-methylphenyl bromide for the bromobenzene in the procedure of Example 21 (a), and proceeding as in parts (b) and (c), 8-benzoyl-2-methyl-4-(p-methylphenyl)-4H-pyrazolo[1,5-a]pyrazolo[4',3':5,6]pyrido[3,4-e]pyrimidin-5(8H)-one is obtained. Starting materials: O=S1(CCN(CC1)C(=O)N1[C@@H](CCCC1)C(=O)O)=O ((S)-1-(1,1-Dioxo-1λ6-thiomorpholine-4-carbonyl)-piperidine-2-carboxylic acid), NC=1SC(=C(N1)C1=CC=CC=C1)CC (2-amino-5-ethyl-4-phenyl-1,3-thiazole), C(C)OC1N(C2=CC=CC=C2C=C1)C(=O)OCC (2-ethoxy-1-ethoxycarbonyl-1,2-dihydroquinoline). Run in ClCCl (dichloromethane). Reaction conditions: time 18 hour. Yields the product C(C)C1=C(N=C(S1)NC(=O)[C@H]1N(CCCC1)C(=O)N1CCS(CC1)(=O)=O)C1=CC=CC=C1 ((S)-1-(1,1-Dioxo-1λ6-thiomorpholine-4-carbonyl)-piperidine-2-carboxylic acid (5-ethyl-4-phenyl-thiazol-2-yl)-amide). RXN SMILES: [O:1]=[S:2]1(=[O:19])[CH2:7][CH2:6][N:5]([C:8]([N:10]2[CH2:15][CH2:14][CH2:13][CH2:12][C@H:11]2[C:16]([OH:18])=O)=[O:9])[CH2:4][CH2:3]1.[NH2:20][C:21]1[S:22][C:23]([CH2:32][CH3:33])=[C:24]([C:26]2[CH:31]=[CH:30][CH:29]=[CH:28][CH:27]=2)[N:25]=1.C(OC1C=CC2C(=CC=CC=2)N1C(OCC)=O)C>ClCCl>[CH2:32]([C:23]1[S:22][C:21]([NH:20][C:16]([C@@H:11]2[CH2:12][CH2:13][CH2:14][CH2:15][N:10]2[C:8]([N:5]2[CH2:4][CH2:3][S:2](=[O:1])(=[O:19])[CH2:7][CH2:6]2)=[O:9])=[O:18])=[N:25][C:24]=1[C:26]1[CH:31]=[CH:30][CH:29]=[CH:28][CH:27]=1)[CH3:33]. Reported procedure: To a solution of (S)-1-(1,1-Dioxo-1λ6-thiomorpholine-4-carbonyl)-piperidine-2-carboxylic acid (92 mg; 0.317 mmol) and 2-amino-5-ethyl-4-phenyl-1,3-thiazole (64.8 mg; 0.317 mmol) in dichloromethane (4 mL) is added 2-ethoxy-1-ethoxycarbonyl-1,2-dihydroquinoline (79.1 mg; 0.32 mmol). The reaction mixture is left stirring at room temperature for 18 hours. The reaction mixture is directly purified by preparative HPLC provides the title compound, m/z 477 [M+H+]. Starting materials: Cc1ccc(CI)c(NC(=O)OC(C)(C)C)c1, O=C1CN(c2c(F)cc(I)cc2OCc2ccccc2)S(=O)(=O)N1COCc1ccccc1. The product is Cc1ccc(Cc2cc(F)c(N3CC(=O)N(COCc4ccccc4)S3(=O)=O)c(OCc3ccccc3)c2)c(NC(=O)OC(C)(C)C)c1. RXN SMILES: [C:1]([CH3:2])([CH3:3])([CH3:4])[O:5][C:6]([NH:7][c:8]1[c:9]([CH2:15][I:16])[cH:10][cH:11][c:12]([CH3:14])[cH:13]1)=[O:17].[CH2:18]([c:19]1[cH:20][cH:21][cH:22][cH:23][cH:24]1)[O:25][c:26]1[c:27]([N:34]2[CH2:35][C:36](=[O:50])[N:37]([CH2:41][O:42][CH2:43][c:44]3[cH:45][cH:46][cH:47][cH:48][cH:49]3)[S:38]2(=[O:39])=[O:40])[c:28]([F:33])[cH:29][c:30]([I:32])[cH:31]1>>[C:1]([CH3:2])([CH3:3])([CH3:4])[O:5][C:6]([NH:7][c:8]1[c:9]([CH2:15][c:30]2[cH:29][c:28]([F:33])[c:27]([N:34]3[CH2:35][C:36](=[O:50])[N:37]([CH2:41][O:42][CH2:43][c:44]4[cH:45][cH:46][cH:47][cH:48][cH:49]4)[S:38]3(=[O:39])=[O:40])[c:26]([O:25][CH2:18][c:19]3[cH:20][cH:21][cH:22][cH:23][cH:24]3)[cH:31]2)[cH:10][cH:11][c:12]([CH3:14])[cH:13]1)=[O:17].